From a dataset of the Open Reaction Database (ORD), a public repository of structured organic reaction records. describe an organic reaction: reactants, conditions, products, and yield The reactants are Cl.N[C@@H](C(=O)N1CCN(CC1)C1=C(C(=O)OC)C=CC=C1)CC1=CC=C(C=C1)Cl (methyl 2-{4-[(2R)-2-amino-3-(4-chlorophenyl)propanoyl]piperazinyl}-benzoate hydrochloride), C(CCl)Cl (EDC), CCN(C(C)C)C(C)C (DIEA), N1([C@@H](CC2=CC=CC=C2C1)C(=O)O)C(=O)OC(C)(C)C (Boc-L-Tic-OH), C1=CC2=C(N=C1)N(N=N2)O (HOAT). The product is C(C)(C)(C)OC(=O)N1CC2=CC=CC=C2C[C@H]1C(=O)N[C@@H](C(=O)N1CCN(CC1)C1=C(C(=O)OC)C=CC=C1)CC1=CC=C(C=C1)Cl (Methyl 2-{4-[(2R)-2-({(3S)-2-[(Tert-Butyl)Oxycarbonyl](3-1,2,3,4-Tetrahydroisoquinolyl)}Carbonylamino)-3-(4-Chlorophenyl)Propanoyl]Piperazinyl}Benzoate). As a reaction SMILES: Cl.[NH2:2][C@H:3]([CH2:22][C:23]1[CH:28]=[CH:27][C:26]([Cl:29])=[CH:25][CH:24]=1)[C:4]([N:6]1[CH2:11][CH2:10][N:9]([C:12]2[CH:21]=[CH:20][CH:19]=[CH:18][C:13]=2[C:14]([O:16][CH3:17])=[O:15])[CH2:8][CH2:7]1)=[O:5].[N:30]1([C:43]([O:45][C:46]([CH3:49])([CH3:48])[CH3:47])=[O:44])[CH2:39][C:38]2[C:33](=[CH:34][CH:35]=[CH:36][CH:37]=2)[CH2:32][C@H:31]1[C:40](O)=[O:41].C1C=NC2N(O)N=NC=2C=1.C(Cl)CCl.CCN(C(C)C)C(C)C>>[C:46]([O:45][C:43]([N:30]1[C@H:31]([C:40]([NH:2][C@H:3]([CH2:22][C:23]2[CH:28]=[CH:27][C:26]([Cl:29])=[CH:25][CH:24]=2)[C:4]([N:6]2[CH2:7][CH2:8][N:9]([C:12]3[CH:21]=[CH:20][CH:19]=[CH:18][C:13]=3[C:14]([O:16][CH3:17])=[O:15])[CH2:10][CH2:11]2)=[O:5])=[O:41])[CH2:32][C:33]2[C:38](=[CH:37][CH:36]=[CH:35][CH:34]=2)[CH2:39]1)=[O:44])([CH3:49])([CH3:48])[CH3:47] |f:0.1|. Reported procedure: The title compound was prepared according to the procedure described in Preparation V by using methyl 2-{4-[(2R)-2-amino-3-(4-chlorophenyl)propanoyl]piperazinyl}-benzoate hydrochloride (2.6 g, 5.9 mmol), Boc-L-Tic-OH (Bachem) (1.8 g, 6.5 mmol), HOAT (Aldrich) (810 mg, 5.9 mmol), and EDC (Aldrich) (2.3 g, 12 mmol) and DIEA (Aldrich) (1.0 mL, 5.9 mmol). The title compound was isolated and purified by column chromatography (CH2Cl2 with 1.5% NH3 2M in MeOH) (2.8 g). MS (ESI, pos. ion) m/z: 661 (M+H)... Starting materials: O=C([O-])O, CCOC(=O)C(c1ccc(CN2CCOCC2)cn1)c1cc(C#N)ccc1[N+](=O)[O-], Cc1ccccc1, Cl, [Na+], O. Yields the product CCOC(=O)C(c1ccc(CN2CCOCC2)cn1)c1cc(C#N)ccc1N. As a reaction SMILES: [C:32](=[O:33])([O-:34])[OH:35].[CH2:2]([CH3:3])[O:4][C:5]([CH:6]([c:7]1[n:8][cH:9][c:10]([CH2:13][N:14]2[CH2:15][CH2:16][O:17][CH2:18][CH2:19]2)[cH:11][cH:12]1)[c:20]1[c:21]([N+:28]([O-:29])=[O:30])[cH:22][cH:23][c:24]([C:26]#[N:27])[cH:25]1)=[O:31].[CH3:37][c:38]1[cH:39][cH:40][cH:41][cH:42][cH:43]1.[ClH:1].[Na+:36].[OH2:44]>>[CH2:2]([CH3:3])[O:4][C:5]([CH:6]([c:7]1[n:8][cH:9][c:10]([CH2:13][N:14]2[CH2:15][CH2:16][O:17][CH2:18][CH2:19]2)[cH:11][cH:12]1)[c:20]1[c:21]([NH2:28])[cH:22][cH:23][c:24]([C:26]#[N:27])[cH:25]1)=[O:31].